Dataset: the Open Reaction Database (ORD), a public repository of structured organic reaction records. Task: describe an organic reaction: reactants, conditions, products, and yield The reactants are ClC1=NC2=CC=CC=C2C(=C1NC(COCC)=O)NCCCC#C (N-[2-chloro-4-(pent-4-ynylamino)quinolin-3-yl]-2-ethoxyacetamide), C([O-])([O-])=O.[K+].[K+] (potassium carbonate). Run in C(C)O.O (ethanol water). Product: ClC1=NC=2C=CC=CC2C2=C1N=C(N2CCCC#C)COCC (4-chloro-2-(ethoxymethyl)-1-pent-4-ynyl-1H-imidazo[4,5-c]quinoline), solid. As a reaction SMILES: [Cl:1][C:2]1[C:11]([NH:12][C:13](=O)[CH2:14][O:15][CH2:16][CH3:17])=[C:10]([NH:19][CH2:20][CH2:21][CH2:22][C:23]#[CH:24])[C:9]2[C:4](=[CH:5][CH:6]=[CH:7][CH:8]=2)[N:3]=1.C(=O)([O-])[O-].[K+].[K+]>C(O)C.O>[Cl:1][C:2]1[C:11]2[N:12]=[C:13]([CH2:14][O:15][CH2:16][CH3:17])[N:19]([CH2:20][CH2:21][CH2:22][C:23]#[CH:24])[C:10]=2[C:9]2[CH:8]=[CH:7][CH:6]=[CH:5][C:4]=2[N:3]=1 |f:1.2.3,4.5|. Procedure: A solution of N-[2-chloro-4-(pent-4-ynylamino)quinolin-3-yl]-2-ethoxyacetamide (10.23 g, 29.58 mmol) and 6 M aqueous potassium carbonate (7.40 mL, 44.4 mmol) in 9:1 ethanol/water (100 mL) was heated at 50° C. for 16 hours. The volatiles were removed under reduced pressure and the resulting slurry was partitioned between ethyl acetate and water. The organic phase was washed with water (2×) and brine (2×), dried over magnesium sulfate, filtered, and concentrated to afford 4-chloro-2-(ethoxymethyl)... Reactants: C(=O)C=O (glyoxal), N1CCNCC1 (piperazine), O.N1CCNCC1 (piperazine hydrate). Run in O (water), O (water), O (water). Reaction conditions: temperature 35 celsius. The product is N1(CCNCC1)C(CN1CCNCC1)(O)O (1,2-bis (piperazinyl) ethanediol). Reaction SMILES: [NH:1]1[CH2:6][CH2:5][NH:4][CH2:3][CH2:2]1.[CH:7]([CH:9]=[O:10])=O.[OH2:11].[NH:12]1[CH2:17][CH2:16][NH:15][CH2:14][CH2:13]1>O>[N:1]1([C:9]([OH:10])([OH:11])[CH2:7][N:12]2[CH2:17][CH2:16][NH:15][CH2:14][CH2:13]2)[CH2:6][CH2:5][NH:4][CH2:3][CH2:2]1 |f:2.3|. Reported procedure: To a two liter kettle equipped with a reflux condenser, addition flask, immersion thermometer, mechanical stirrer and nitrogen purge system was added 515.8 g (6 moles) piperazine dissolved in 600 ml water. The contents in the resin kettle were stirred under nitrogen at 35° C. 218 g of 40 wt % glyoxal (1.5 moles) in water were diluted further with 70 g of water and added dropwise to the reactor contents over a period of twenty minutes. The reactor contents were allowed to stir at ambient temperat... Reported procedure: 1,1,1,3,3,3-Hexamethyl-2-(6-methyl-pyridin-2-yl)-disilazane (1.7 g) under an argon atmosphere in THF (20 mL) was cooled to −20° C. and treated dropwise at −20° C. with 6.73 mL of a 2 M solution of lithium diisopropylamide in THF/heptane/ethylbenzene (Fluka). The solution was stirred 1 h at −20° C., cooled to −70° C. and then treated with an access of dry ice. The mixture was allowed to warm to 0° C. and then quenched with trifluoro-acetic acid(0.57 ml) and concentrated in vacuo. The residue was ... Reaction conditions: temperature -20 celsius, time 1 hour. Solvent: C1CCOC1 (THF), C1CCOC1.CCCCCCC.C(C)C1=CC=CC=C1 (THF heptane ethylbenzene). Reaction SMILES: C[Si](C)(C)[N:3]([C:8]1[CH:13]=[CH:12][CH:11]=[C:10]([CH3:14])[N:9]=1)[Si](C)(C)C.[CH:17]([N-]C(C)C)(C)C.[Li+].[C:25](=[O:27])=[O:26]>C1COCC1.C1COCC1.CCCCCCC.C(C1C=CC=CC=1)C>[CH3:17][O:26][C:25](=[O:27])[CH2:14][C:10]1[CH:11]=[CH:12][CH:13]=[C:8]([NH2:3])[N:9]=1 |f:1.2,5.6.7|. The product is COC(CC1=NC(=CC=C1)N)=O ((6-amino-pyridin-2-yl)-acetic acid methyl ester). The reactants are C(=O)=O (dry ice), C[Si](N([Si](C)(C)C)C1=NC(=CC=C1)C)(C)C (1,1,1,3,3,3-Hexamethyl-2-(6-methyl-pyridin-2-yl)-disilazane), solution, C(C)(C)[N-]C(C)C.[Li+] (lithium diisopropylamide). The reactants are [Br-], O=C([O-])[O-], CNS(C)(=O)=O, Cc1ccccc1, CCCC[N+](CCCC)(CCCC)CCCC, CC(C)=O, COC(=O)c1c(-c2ccc(F)cc2)nc(OS(=O)(=O)c2ccc(C)cc2)nc1C(C)C, [K+], [K+], O. The product is COC(=O)c1c(-c2ccc(F)cc2)nc(N(C)S(C)(=O)=O)nc1C(C)C. Reaction SMILES: [Br-:51].[C:38](=[O:39])([O-:40])[O-:41].[CH3:32][NH:33][S:34](=[O:35])(=[O:36])[CH3:37].[CH3:44][c:45]1[cH:46][cH:47][cH:48][cH:49][cH:50]1.[CH3:52][CH2:53][CH2:54][CH2:55][N+:56]([CH2:57][CH2:58][CH2:59][CH3:60])([CH2:61][CH2:62][CH2:63][CH3:64])[CH2:65][CH2:66][CH2:67][CH3:68].[CH3:69][C:70](=[O:71])[CH3:72].[F:1][c:2]1[cH:3][cH:4][c:5](-[c:8]2[n:9][c:10]([O:21][S:22]([c:23]3[cH:24][cH:25][c:26]([CH3:27])[cH:28][cH:29]3)(=[O:30])=[O:31])[n:11][c:12]([CH:18]([CH3:19])[CH3:20])[c:13]2[C:14](=[O:15])[O:16][CH3:17])[cH:6][cH:7]1.[K+:42].[K+:43].[OH2:73]>>[F:1][c:2]1[cH:3][cH:4][c:5](-[c:8]2[n:9][c:10]([N:33]([CH3:32])[S:34](=[O:35])(=[O:36])[CH3:37])[n:11][c:12]([CH:18]([CH3:19])[CH3:20])[c:13]2[C:14](=[O:15])[O:16][CH3:17])[cH:6][cH:7]1. Reactants: BrCC(=O)OC(C)(C)C (t-butyl bromoacetate), BrC1=C2C=CC=C(C2=CC=C1)C=1NC(C(=C(N1)C1=CC=CC=C1)C#N)=O (1,6-Dihydro-2-(5-bromo-1-naphthalenyl)-6-oxo-4-phenyl-5-pyrimidinecarbonitrile), [H-].[Na+] (sodium hydride), BrCC(=O)OC(C)(C)C (t-butyl bromoacetate). Solvent: C1CCOC1 (THF). Run at time 5 minute. The product is C(#N)C1=C(N=C(N(C1=O)CC(=O)OC(C)(C)C)C1=CC=CC2=C(C=CC=C12)Br)C1=CC=CC=C1 (t-Butyl 5-Cyano-1,6-dihydro-2-(5-bromo-1-naphthalenyl)-6-oxo-4-phenyl-1-pyrimidineacetate). The yield is 105.6%. Reaction SMILES: [Br:1][C:2]1[CH:11]=[CH:10][CH:9]=[C:8]2[C:3]=1[CH:4]=[CH:5][CH:6]=[C:7]2[C:12]1[NH:13][C:14](=[O:26])[C:15]([C:24]#[N:25])=[C:16]([C:18]2[CH:23]=[CH:22][CH:21]=[CH:20][CH:19]=2)[N:17]=1.[H-].[Na+].Br[CH2:30][C:31]([O:33][C:34]([CH3:37])([CH3:36])[CH3:35])=[O:32]>C1COCC1>[C:24]([C:15]1[C:14](=[O:26])[N:13]([CH2:30][C:31]([O:33][C:34]([CH3:37])([CH3:36])[CH3:35])=[O:32])[C:12]([C:7]2[C:8]3[C:3](=[C:2]([Br:1])[CH:11]=[CH:10][CH:9]=3)[CH:4]=[CH:5][CH:6]=2)=[N:17][C:16]=1[C:18]1[CH:19]=[CH:20][CH:21]=[CH:22][CH:23]=1)#[N:25] |f:1.2|. Procedure details: 1,6-Dihydro-2-(5-bromo-1-naphthalenyl)-6-oxo-4-phenyl-5-pyrimidinecarbonitrile (4.0 g, 9.9 mmol) was added portionwise to a suspension of sodium hydride (60% dispersion in mineral oil, washed with hexane, 0.6 g, 14.9 mmol) in dry THF (80 mL). After 5 minutes the mixture became a homogeneous solution. Neat t-butyl bromoacetate (2.9 g, 14.9 mmol) was added in one portion and the mixture was refluxed for 18 hours. Additional t-butyl bromoacetate (0.4 g, 2.0 mmol) was added and reflux was continued ... Reactants: C(CCCCCCC)C=1C=NC(=NC1)C1=CC=C(C(=O)Cl)C=C1 (4-(5-octyl-2-pyrimidinyl)benzoic acid chloride), O=C([C@H](CC)C)C1=CC=C(C=C1)O ((S)-4-(1-oxo-2-methylbutyl)phenol), N1=CC=CC=C1 (pyridine), crude product, O (water). Solvent: CCCCCC.C(C)(=O)OCC (hexane ethyl acetate), C(Cl)(Cl)(Cl)Cl (CCl4), C(Cl)(Cl)(Cl)Cl (CCl4), C(C)OCC (ethyl ether). Product: C(CCCCCCC)C=1C=NC(=NC1)C1=CC=C(C(=O)OC2=CC=C(C=C2)C([C@H](CC)C)=O)C=C1 ((S)-4-(1-oxo-2-methylbutyl)phenyl 4-(5-octyl-2-pyrimidinyl)benzoate). As a reaction SMILES: [CH2:1]([C:9]1[CH:10]=[N:11][C:12]([C:15]2[CH:23]=[CH:22][C:18]([C:19](Cl)=[O:20])=[CH:17][CH:16]=2)=[N:13][CH:14]=1)[CH2:2][CH2:3][CH2:4][CH2:5][CH2:6][CH2:7][CH3:8].N1C=CC=CC=1.[O:30]=[C:31]([C:36]1[CH:41]=[CH:40][C:39]([OH:42])=[CH:38][CH:37]=1)[C@@H:32]([CH3:35])[CH2:33][CH3:34].O>C(Cl)(Cl)(Cl)Cl.CCCCCC.C(OCC)(=O)C.C(OCC)C>[CH2:1]([C:9]1[CH:10]=[N:11][C:12]([C:15]2[CH:23]=[CH:22][C:18]([C:19]([O:42][C:39]3[CH:38]=[CH:37][C:36]([C:31](=[O:30])[C@@H:32]([CH3:35])[CH2:33][CH3:34])=[CH:41][CH:40]=3)=[O:20])=[CH:17][CH:16]=2)=[N:13][CH:14]=1)[CH2:2][CH2:3][CH2:4][CH2:5][CH2:6][CH2:7][CH3:8] |f:5.6|. Reported procedure: 10 ml of CCl4, 5 ml of thionyl chloride and one drop of dimethylformamide were added to 2.0 g of 4-(5-octyl-2-pyrimidinyl)benzoic acid. The mixture was refluxed for 3 hours under stirring. The solvent was distilled off initially under normal pressure and then under reduced pressure. As a result, 2.2 g of 4-(5-octyl-2-pyrimidinyl)benzoic acid chloride was obtained in the form of a colorless plate-form crystal. 1.2 g of the thus obtained 4-(5-octyl-2-pyrimidinyl)benzoic acid chloride was dissolved...